This data is from the Open Reaction Database (ORD), a public repository of structured organic reaction records. The task is: describe an organic reaction: reactants, conditions, products, and yield Starting materials: [BH4-].[Na+] (sodium borohydride), C(CC)N (propyl amine), N1C=CC2=CC=CC(=C12)C=O (indole-7-carboxaldehyde), C(C)(=O)O (acetic acid). Run in C1(=CC=CC=C1)C (toluene), O (water), CO (methanol). Run at time 1 hour. The product is N1C=CC2=CC=CC(=C12)CNCCC ((1H-Indol-7-ylmethyl)propylamine). Reaction SMILES: [CH2:1]([NH2:4])[CH2:2][CH3:3].[NH:5]1[C:13]2[C:8](=[CH:9][CH:10]=[CH:11][C:12]=2[CH:14]=O)[CH:7]=[CH:6]1.C(O)(=O)C.[BH4-].[Na+]>C1(C)C=CC=CC=1.CO.O>[NH:4]1[C:14]2[C:3](=[CH:9][CH:10]=[CH:11][C:12]=2[CH2:13][NH:5][CH2:6][CH2:7][CH3:8])[CH:2]=[CH:1]1 |f:3.4|. Procedure: Add propyl amine (3.66 g, 62.07 mmol) to a solution of indole-7-carboxaldehyde (3.0 g, 20.68 mmol) and acetic acid (2.65 ml, 41.3 mmol) in toluene (100 ml). Heat at reflux constantly removing water with a Dean Stark apparatus. Concentrate the reaction under reduced pressure and re-dissolve in methanol. Gently add sodium borohydride (0.39 g, 10.34 mmol). Stir for 1 hour at room temperature, concentrate, and partition between ethyl acetate and saturated aqueous sodium bicarbonate. Concentrate the ...